This data is from the Open Reaction Database (ORD), a public repository of structured organic reaction records. The task is: describe an organic reaction: reactants, conditions, products, and yield The reactants are CN(C)C=O, O=S(=O)(CCSc1scnc1CCl)c1ccccc1, O=C1CCC(=O)N1Cl, O. The product is O=S(=O)(CCSc1sc(Cl)nc1CCl)c1ccccc1. Reaction SMILES: [CH3:29][N:30]([CH3:31])[CH:32]=[O:33].[Cl:1][CH2:2][c:3]1[n:4][cH:5][s:6][c:7]1[S:8][CH2:9][CH2:10][S:11](=[O:12])(=[O:13])[c:14]1[cH:15][cH:16][cH:17][cH:18][cH:19]1.[Cl:20][N:21]1[C:22](=[O:23])[CH2:24][CH2:25][C:26]1=[O:27].[OH2:28]>>[Cl:1][CH2:2][c:3]1[n:4][c:5]([Cl:20])[s:6][c:7]1[S:8][CH2:9][CH2:10][S:11](=[O:12])(=[O:13])[c:14]1[cH:15][cH:16][cH:17][cH:18][cH:19]1.